From a dataset of the Open Reaction Database (ORD), a public repository of structured organic reaction records. describe an organic reaction: reactants, conditions, products, and yield The reactants are COC(=O)C=Cc1ccc(NC(C)=O)cc1NC(=O)NC(=O)c1cc(F)c(F)cc1Cl, Cl, [Li+], C1CCOC1, [OH-], O. Yields the product CC(=O)Nc1ccc(C=CC(=O)O)c(NC(=O)NC(=O)c2cc(F)c(F)cc2Cl)c1. As a reaction SMILES: [C:1]([CH3:2])(=[O:3])[NH:4][c:5]1[cH:6][c:7]([NH:17][C:18](=[O:19])[NH:20][C:21]([c:22]2[c:23]([Cl:30])[cH:24][c:25]([F:29])[c:26]([F:28])[cH:27]2)=[O:31])[c:8]([CH:11]=[CH:12][C:13](=[O:14])[O:15][CH3:16])[cH:9][cH:10]1.[ClH:35].[Li+:33].[O:36]1[CH2:37][CH2:38][CH2:39][CH2:40]1.[OH-:34].[OH2:32]>>[C:1]([CH3:2])(=[O:3])[NH:4][c:5]1[cH:6][c:7]([NH:17][C:18](=[O:19])[NH:20][C:21]([c:22]2[c:23]([Cl:30])[cH:24][c:25]([F:29])[c:26]([F:28])[cH:27]2)=[O:31])[c:8]([CH:11]=[CH:12][C:13](=[O:14])[OH:15])[cH:9][cH:10]1. Reactants: O=Cc1ccc(-c2nc3cc(Cl)c(Cl)cc3[nH]2)cc1, ClCc1ccc(Cl)s1. Yields the product O=Cc1ccc(-c2nc3cc(Cl)c(Cl)cc3n2Cc2ccc(Cl)s2)cc1. Reaction SMILES: [Cl:1][c:2]1[cH:3][c:4]2[c:5]([n:6][c:7](-[c:9]3[cH:10][cH:11][c:12]([CH:15]=[O:16])[cH:13][cH:14]3)[nH:8]2)[cH:17][c:18]1[Cl:19].[Cl:20][c:21]1[s:22][c:23]([CH2:26][Cl:27])[cH:24][cH:25]1>>[Cl:1][c:2]1[cH:3][c:4]2[c:5]([n:6][c:7](-[c:9]3[cH:10][cH:11][c:12]([CH:15]=[O:16])[cH:13][cH:14]3)[n:8]2[CH2:26][c:23]2[s:22][c:21]([Cl:20])[cH:25][cH:24]2)[cH:17][c:18]1[Cl:19]. Reactants: BrC1=C(NC(C=C1)=O)C#N (3-bromo-6-oxo-1,6-dihydropyridine-2-carbonitrile), C([O-])([O-])=O.[K+].[K+] (potassium carbonate), ICCCC (1-iodobutane). The solvent is CC(=O)C (acetone). Product: BrC=1C(=NC(=CC1)OCCCC)C#N (3-bromo-6-butoxypicolinonitrile). As a reaction SMILES: [Br:1][C:2]1[CH:7]=[CH:6][C:5](=[O:8])[NH:4][C:3]=1[C:9]#[N:10].C(=O)([O-])[O-].[K+].[K+].I[CH2:18][CH2:19][CH2:20][CH3:21]>CC(C)=O>[Br:1][C:2]1[C:3]([C:9]#[N:10])=[N:4][C:5]([O:8][CH2:18][CH2:19][CH2:20][CH3:21])=[CH:6][CH:7]=1 |f:1.2.3|. Procedure details: A solution of 3-bromo-6-oxo-1,6-dihydropyridine-2-carbonitrile (from Example 15/Step 2) (1.0 eq.), potassium carbonate (1.3 eq.), and 1-iodobutane (1.2 eq.) in acetone (0.3 M) was stirred at 70° C. overnight. The solvent was concentrated en vacuo, and the resulting residue was taken up in water and ethyl acetate. The aqueous layer was extracted with ethyl acetate three times. The combined organic layers were washed with brine, dried over anhydrous MgSO4, and concentrated en vacuo. The crude prod...